From a dataset of the Open Reaction Database (ORD), a public repository of structured organic reaction records. describe an organic reaction: reactants, conditions, products, and yield Starting materials: NC=1C(=NC=CC1)NC=1C=C(C=CC1)C1=CC=CC=C1 (3-amino-2-(3-biphenylylamino)pyridine), CC(CC(C(=O)O)=O)C (4-methyl-2-oxopentanoic acid), C(C)(=O)OCC (ethyl acetate), C([O-])(O)=O.[Na+] (sodium bicarbonate). RXN SMILES: [NH2:1][C:2]1[C:3]([NH:8][C:9]2[CH:10]=[C:11]([C:15]3[CH:20]=[CH:19][CH:18]=[CH:17][CH:16]=3)[CH:12]=[CH:13][CH:14]=2)=[N:4][CH:5]=[CH:6][CH:7]=1.[CH3:21][CH:22]([CH3:29])[CH2:23][C:24](=O)[C:25](O)=[O:26].C(OCC)(=O)C.C(=O)(O)[O-].[Na+]>C(O)C>[C:11]1([C:15]2[CH:16]=[CH:17][CH:18]=[CH:19][CH:20]=2)[CH:12]=[CH:13][CH:14]=[C:9]([N:8]2[C:25](=[O:26])[C:24]([CH2:23][CH:22]([CH3:29])[CH3:21])=[N:1][C:2]3[CH:7]=[CH:6][CH:5]=[N:4][C:3]2=3)[CH:10]=1 |f:3.4|. Procedure: A mixture of 3-amino-2-(3-biphenylylamino)pyridine (157 mg) and 4-methyl-2-oxopentanoic acid (94 mg) in ethanol (3 ml) was stirred under reflux for 2 hours. The mixture was cooled and then poured into a mixture of ethyl acetate and aqueous sodium bicarbonate. The organic phase was separated, washed with aqueous sodium bicarbonate and brine, dried over magnesium sulfate and concentrated. The residue was chromatographed on silica gel column (hexane-ethyl acetate, 3:1) to give 4-(3-biphenylyl)-2-is... Yield: 22.0%. Product: C1(=CC(=CC=C1)N1C2=C(N=C(C1=O)CC(C)C)C=CC=N2)C2=CC=CC=C2 (4-(3-biphenylyl)-2-isobutyl-3-oxo-3,4-dihydropyrido[2,3-b]pyrazine). Solvent: C(C)O (ethanol). Starting materials: C[O-].[Na+] (Sodium methoxide), ClC1=NC2=C3C(=NC(=C2C2=C1C=C(C(=C2)OC)OC)Cl)C=CC=C3 (6,11-Dichloro-8,9-dimethoxydibenzo[c,h][1,6]naphthyridine), CO (methanol), ice. Yields the product COC1=NC2=C3C(=NC(=C2C2=C1C=C(C(=C2)OC)OC)OC)C=CC=C3 (6,8,9,11-Tetramethoxydibenzo[c,h][1,6]naphthyridine). RXN SMILES: [CH3:1][O-:2].[Na+].Cl[C:5]1[C:14]2[CH:15]=[C:16]([O:21][CH3:22])[C:17]([O:19][CH3:20])=[CH:18][C:13]=2[C:12]2[C:7](=[C:8]3[CH:27]=[CH:26][CH:25]=[CH:24][C:9]3=[N:10][C:11]=2Cl)[N:6]=1.[CH3:28][OH:29]>>[CH3:1][O:2][C:5]1[C:14]2[CH:15]=[C:16]([O:21][CH3:22])[C:17]([O:19][CH3:20])=[CH:18][C:13]=2[C:12]2[C:7](=[C:8]3[CH:27]=[CH:26][CH:25]=[CH:24][C:9]3=[N:10][C:11]=2[O:29][CH3:28])[N:6]=1 |f:0.1|. Reported procedure: Sodium methoxide (63 mg, 1.17 mmol) and 33 (70 mg, 0.2 mmol) were mixed in methanol (10 mL). The mixture was heated to reflux for 10 h. The reaction mixture was cooled to room temperature and ice-cold water (10 mL) was added. The precipitated white amorphous solid (50 mg, 71%) was collected by filtration: mp 173-175° C. IR (KBr) 1650, 1610, 1590, 1515 cm−1; 1H NMR (500 MHz, DMSO-d6) δ 8.80 (d, J=7.2 Hz, 1 H), 8.57 (s, 1 H), 7.78 (d, J=7.8 Hz, 1 H), 7.70 (t, J=7.3 Hz, 1 H), 7.59-7.45 (m, 2 H), 4.... Reactants: [BH-](OC(=O)C)(OC(=O)C)OC(=O)C.[Na+] (NaBH(OAc)3), C(C)(=O)C1=CC2=C(C=C(S2)C(=O)OCC)C=C1 (Ethyl 6-acetyl-1-benzothiophene-2-carboxylate), C(C)(=O)O (acetic acid), COC1=CC=C(CN)C=C1 (4-methoxybenzyl amine). The solvent is ClCCCl (DCE). Conditions: time 5 day. The product is COC1=CC=C(CNC(C)C2=CC3=C(C=C(S3)C(=O)OCC)C=C2)C=C1 (Ethyl 6-{1-[(4-methoxybenzyl)amino]ethyl}-1-benzothiophene-2-carboxylate). Reaction SMILES: [C:1]([C:4]1[CH:17]=[CH:16][C:7]2[CH:8]=[C:9]([C:11]([O:13][CH2:14][CH3:15])=[O:12])[S:10][C:6]=2[CH:5]=1)(=O)[CH3:2].[CH3:18][O:19][C:20]1[CH:27]=[CH:26][C:23]([CH2:24][NH2:25])=[CH:22][CH:21]=1.C(O)(=O)C.[BH-](OC(C)=O)(OC(C)=O)OC(C)=O.[Na+]>ClCCCl>[CH3:18][O:19][C:20]1[CH:27]=[CH:26][C:23]([CH2:24][NH:25][CH:1]([C:4]2[CH:17]=[CH:16][C:7]3[CH:8]=[C:9]([C:11]([O:13][CH2:14][CH3:15])=[O:12])[S:10][C:6]=3[CH:5]=2)[CH3:2])=[CH:22][CH:21]=1 |f:3.4|. Procedure details: Ethyl 6-acetyl-1-benzothiophene-2-carboxylate (0.3 g, 1.21 mmol) was dissolved in DCE (3.0 mL). 4-methoxybenzyl amine was then added to the reaction followed by acetic acid (0.1 mL, 1.69 mmol) and NaBH(OAc)3 (0.41 g, 1.93 mmol). The reaction was allowed to stir for 5 d at room temperature before it was quenched with saturated sodium bicarbonate solution. The reaction mixture was then extracted with ethyl acetate (3×) and the combined organic layers was dried over Na2SO4. After concentrating in v... Starting materials: C(C)(C)(C)OC(=O)N1CCC(CC1)C1=CC=NC=C1C(=O)OC (methyl 4-(1-(tert-butoxycarbonyl)piperidin-4-yl)nicotinate), [H-].[Al+3].[Li+].[H-].[H-].[H-] (lithium aluminium hydride). Run in C1CCOC1 (THF), C1CCOC1 (THF). Run at temperature 0 celsius, time 0.5 hour. Yields the product C(C)(C)(C)OC(=O)N1CCC(CC1)C1=C(C=NC=C1)CO (3′-Hydroxymethyl-3,4,5,6-tetrahydro-2H-[4,4]bipyridinyl-1-carboxylic Acid t-Butyl Ester). The yield is 67.6%. RXN SMILES: [C:1]([O:5][C:6]([N:8]1[CH2:13][CH2:12][CH:11]([C:14]2[C:19]([C:20](OC)=[O:21])=[CH:18][N:17]=[CH:16][CH:15]=2)[CH2:10][CH2:9]1)=[O:7])([CH3:4])([CH3:3])[CH3:2].[H-].[Al+3].[Li+].[H-].[H-].[H-]>C1COCC1>[C:1]([O:5][C:6]([N:8]1[CH2:13][CH2:12][CH:11]([C:14]2[CH:15]=[CH:16][N:17]=[CH:18][C:19]=2[CH2:20][OH:21])[CH2:10][CH2:9]1)=[O:7])([CH3:4])([CH3:2])[CH3:3] |f:1.2.3.4.5.6|. Reported procedure: A solution of methyl 4-(1-(tert-butoxycarbonyl)piperidin-4-yl)nicotinate (2.6 g, 8.1 mmol, 1.0 eq.) in THF (50 mL) was added dropwise to a solution of lithium aluminium hydride (617 mg, 16.3 mmol, 2.0 eq.) in THF (100 mL) at 0° C. under nitrogen. The resulting solution was stirred for 0.5 hours while the temperature was maintained at 0° C. in an ice/salt bath. The reaction was then quenched with water (0.6 mL) and 15% NaOH (1.8 mL). The mixture was stirred for 10 minutes. The solids were filtere... Starting materials: NC1=CC(CC(C1)C=1OC=CC1)=O (1-amino-5-(2-furyl)cyclohexen-3-one), [OH-].[K+] (potassium hydroxide), [OH-].[K+] (potassium hydroxide). Run in C(C)O (ethanol), C1(=CC=CC=C1)C (toluene). Conditions: temperature 115 celsius. Product: O1C(=CC=C1)C1CC(C=2C(=CC=NC2C1)C)=O (7-(2-furyl)-4-methyl-5,6,7,8-tetrahydroquinolin-5-one). Isolated yield 124.8%. Reaction SMILES: [NH2:1][C:2]1[CH2:7][CH:6]([C:8]2[O:9][CH:10]=[CH:11][CH:12]=2)[CH2:5][C:4](=[O:13])[CH:3]=1.[OH-].[K+]>C(O)C.C1(C)C=CC=CC=1>[O:9]1[CH:10]=[CH:11][CH:12]=[C:8]1[CH:6]1[CH2:7][C:2]2[N:1]=[CH:7][CH:2]=[C:3]([CH3:4])[C:3]=2[C:4](=[O:13])[CH2:5]1 |f:1.2|. Procedure: In a mixture of ethanol (30 ml) and toluene (90 ml) was dissolved 1-amino-5-(2-furyl)cyclohexen-3-one (1.25 g), and to the solution were added 3-oxobutylaldehydedimethylacetal (2.36 g) and granulated potassium hydroxide (390 mg). The mixture was stirred at 115° C. (bath temperature), and to the mixture was added granulated potassium hydroxide (80 mg), 30 minutes later; 1 hour later; and 1.5 hours later; respectively. The reaction solution was stirred at the same temperature for 1 hour. The react... The reactants are O1CCOC2=C1C=CC(=C2)CN(C(OC(C)(C)C)=O)C2CCN(CC2)CCN2C(C=CC1=C(C=CC=C21)NC(=O)NCC)=O (tert-butyl (2,3-dihydro-1,4-benzodioxin-6-ylmethyl)(1-(2-(5-(3-ethylureido)-2-oxoquinolin-1(2H)-yl)ethyl)piperidin-4-yl)carbamate), Cl.O1CCOCC1 (hydrogen chloride 1,4-dioxane). The solvent is O1CCOCC1 (1,4-dioxane). Conditions: time 3 hour. Yields the product Cl.C(C)NC(=O)NC1=C2C=CC(N(C2=CC=C1)CCN1CCC(CC1)NCC1=CC2=C(OCCO2)C=C1)=O (1-ethyl-3-(1-(2-(4-((2,3-dihydro-1,4-benzodioxin-6-ylmethyl)amino)piperidin-1-yl)ethyl)quinolin-2(1H)-on-5-yl)urea hydrochloride). Reaction SMILES: [O:1]1[C:6]2[CH:7]=[CH:8][C:9]([CH2:11][N:12]([CH:20]3[CH2:25][CH2:24][N:23]([CH2:26][CH2:27][N:28]4[C:37]5[C:32](=[C:33]([NH:38][C:39]([NH:41][CH2:42][CH3:43])=[O:40])[CH:34]=[CH:35][CH:36]=5)[CH:31]=[CH:30][C:29]4=[O:44])[CH2:22][CH2:21]3)C(=O)OC(C)(C)C)=[CH:10][C:5]=2[O:4][CH2:3][CH2:2]1.[ClH:45].O1CCOCC1>O1CCOCC1>[ClH:45].[CH2:42]([NH:41][C:39]([NH:38][C:33]1[CH:34]=[CH:35][CH:36]=[C:37]2[C:32]=1[CH:31]=[CH:30][C:29](=[O:44])[N:28]2[CH2:27][CH2:26][N:23]1[CH2:24][CH2:25][CH:20]([NH:12][CH2:11][C:9]2[CH:8]=[CH:7][C:6]3[O:1][CH2:2][CH2:3][O:4][C:5]=3[CH:10]=2)[CH2:21][CH2:22]1)=[O:40])[CH3:43] |f:1.2,4.5|. Procedure: To 55 mg of tert-butyl (2,3-dihydro-1,4-benzodioxin-6-ylmethyl)(1-(2-(5-(3-ethylureido)-2-oxoquinolin-1(2H)-yl)ethyl)piperidin-4-yl)carbamate, 3 mL of 1,4-dioxane and 1 mL of 4 mol/L hydrogen chloride/1,4-dioxane were added, and stirred at room temperature for 3 hours. The resulting solid was filtered to give 26 mg of 1-ethyl-3-(1-(2-(4-((2,3-dihydro-1,4-benzodioxin-6-ylmethyl)amino)piperidin-1-yl)ethyl)quinolin-2(1H)-on-5-yl)urea hydrochloride as a yellow solid. Starting materials: C(CCC)C=1NC(=CN1)C=O (2-butylimidazol-5-aldehyde), C([O-])([O-])=O.[K+].[K+] (potassium carbonate), C(C(C)(C)C)(=O)OCCl (chloromethyl pivalate), alcohol. The reagents and catalysts are [O-2].[O-2].[Mn+4] (manganese dioxide). Run in CN(C=O)C (dimethylformamide). Conditions: time 4 day. Yields the product C(CCC)C=1N(C(=CN1)C=O)COC(C(C)(C)C)=O (2-n-butyl-1-pivalyloxymethylimidazole-5-aldehyde). As a reaction SMILES: [CH2:1]([C:5]1[NH:6][C:7]([CH:10]=[O:11])=[CH:8][N:9]=1)[CH2:2][CH2:3][CH3:4].[C:12]([O:18][CH2:19]Cl)(=[O:17])[C:13]([CH3:16])([CH3:15])[CH3:14].C(=O)([O-])[O-].[K+].[K+]>CN(C)C=O.[O-2].[O-2].[Mn+4]>[CH2:1]([C:5]1[N:6]([CH2:19][O:18][C:12](=[O:17])[C:13]([CH3:16])([CH3:15])[CH3:14])[C:7]([CH:10]=[O:11])=[CH:8][N:9]=1)[CH2:2][CH2:3][CH3:4] |f:2.3.4,6.7.8|. Procedure details: A suspension of 2-butylimidazol-5-aldehyde (16,92 g, 0.111 mol, prepared by manganese dioxide oxidation of the alcohol, prepared in Example 1,Method 2), chloromethyl pivalate (21.77 g, 0.145 mol), and potassium carbonate (20.07 g, 0.145 mol) in 200 ml of dimethylformamide was stirred at ambient temperature under argon for four days. The solids were removed by filtration and washed with ether. The combined filtrates were partitioned between diethyl ether and water. The ether phase was washed succ... Reactants: Cc1nc(C(N)=O)c(Nc2ccccc2[N+](=O)[O-])s1, Cc1ccccc1, CCOC(C)=O, CCCCCC, O=P(Cl)(Cl)Cl. Product: Cc1nc(C#N)c(Nc2ccccc2[N+](=O)[O-])s1. RXN SMILES: [CH3:1][c:2]1[s:3][c:4]([NH:10][c:11]2[c:12]([N+:17](=[O:18])[O-:19])[cH:13][cH:14][cH:15][cH:16]2)[c:5]([C:7](=[O:8])[NH2:9])[n:6]1.[CH3:20][c:21]1[cH:22][cH:23][cH:24][cH:25][cH:26]1.[CH3:32][CH2:33][O:34][C:35](=[O:36])[CH3:37].[CH3:38][CH2:39][CH2:40][CH2:41][CH2:42][CH3:43].[P:27]([Cl:28])([Cl:29])([Cl:30])=[O:31]>>[CH3:1][c:2]1[s:3][c:4]([NH:10][c:11]2[c:12]([N+:17](=[O:18])[O-:19])[cH:13][cH:14][cH:15][cH:16]2)[c:5]([C:7]#[N:9])[n:6]1.